Dataset: the Open Reaction Database (ORD), a public repository of structured organic reaction records. Task: describe an organic reaction: reactants, conditions, products, and yield The reagents and catalysts are [Pd] (Pd/C). RXN SMILES: [CH2:1]([N:8]1[C:13](=[O:14])[CH2:12][C@H:11]([C:15]([O:17]CC2C=CC=CC=2)=[O:16])[N:10]([S:25]([C:28]2[CH:33]=[CH:32][C:31]([O:34][CH3:35])=[CH:30][CH:29]=2)(=[O:27])=[O:26])[CH2:9]1)[C:2]1[CH:7]=[CH:6][CH:5]=[CH:4][CH:3]=1>CO.[Pd]>[CH2:1]([N:8]1[C:13](=[O:14])[CH2:12][C@H:11]([C:15]([OH:17])=[O:16])[N:10]([S:25]([C:28]2[CH:33]=[CH:32][C:31]([O:34][CH3:35])=[CH:30][CH:29]=2)(=[O:27])=[O:26])[CH2:9]1)[C:2]1[CH:7]=[CH:6][CH:5]=[CH:4][CH:3]=1. Run in CO (methanol). Starting materials: C(C1=CC=CC=C1)N1CN([C@H](CC1=O)C(=O)OCC1=CC=CC=C1)S(=O)(=O)C1=CC=C(C=C1)OC (benzyl l-benzyl-3-[(4-methoxyphenyl)sulfonyl]-6-oxo-hexahydro-pyrimidine-4(R)-carboxylate). Run at time 45 minute. Product: C(C1=CC=CC=C1)N1CN([C@H](CC1=O)C(=O)O)S(=O)(=O)C1=CC=C(C=C1)OC (1-benzyl-3-[(4-methoxyphenyl)sulfonyl]-6-oxo-hexahydro-pyrimidine-4(R)-carboxylic acid). Procedure details: A mixture of benzyl l-benzyl-3-[(4-methoxyphenyl)sulfonyl]-6-oxo-hexahydro-pyrimidine-4(R)-carboxylate (518 mg, 1.0 mmol) and 10% Pd/C (50 mg) in methanol (25 mL) is stirred under hydrogen atmosphere for 45 minutes. The mixture is filtered over celite and the filtrate is collected and concentrated under reduced pressure to give 1-benzyl-3-[(4-methoxyphenyl)sulfonyl]-6-oxo-hexahydro-pyrimidine-4(R)-carboxylic acid as a glassy solid. Reactants: NC1=NC=C(C=C1)OC1=NC=CC=C1 (2-amino-5-(2-pyridyloxy) pyridine), ClCC(=O)NC(OC)=O (methyl chloroacetylcarbamate). Yields the product COC(=O)NC=1N=C2N(C=C(C=C2)OC2=NC=CC=C2)C1 (2-(methoxycarbonylamino)-6-(2-pyridyloxy) imidazo [1,2-a] pyridine). As a reaction SMILES: [NH2:1][C:2]1[CH:7]=[CH:6][C:5]([O:8][C:9]2[CH:14]=[CH:13][CH:12]=[CH:11][N:10]=2)=[CH:4][N:3]=1.Cl[CH2:16][C:17]([NH:19][C:20](=[O:23])[O:21][CH3:22])=O>>[CH3:22][O:21][C:20]([NH:19][C:17]1[N:1]=[C:2]2[CH:7]=[CH:6][C:5]([O:8][C:9]3[CH:14]=[CH:13][CH:12]=[CH:11][N:10]=3)=[CH:4][N:3]2[CH:16]=1)=[O:23]. Reported procedure: Reaction of 2-amino-5-(2-pyridyloxy) pyridine with methyl chloroacetylcarbamate as in Example 3 yields 2-(methoxycarbonylamino)-6-(2-pyridyloxy) imidazo [1,2-a] pyridine. Reactants: C1(=NNCCCCCCCC1)C1=CCCCCCCCCC1 (diazabicycloundecene), N1=C(C=CC=C1)C=C1CCN(CC1)C(=O)NC=1C=CC(=NC1)C1=CC=C(C(=O)O)C=C1 (4-(5-(4-(pyridin-2-ylmethylene)piperidine-1-carboxamido)pyridin-2-yl)benzoic acid), C1=CN(C=N1)C(=O)N2C=CN=C2 (CDI), CS(=O)(=O)N (methanesulfonamide), C1(=NNCCCCCCCC1)C1=CCCCCCCCCC1 (DBU). Run in O (Water), C1CCOC1 (THF). Run at temperature 60 celsius, time 2 hour. The product is CS(=O)(=O)NC(=O)C1=CC=C(C=C1)C1=CC=C(C=N1)NC(=O)N1CCC(CC1)=CC1=NC=CC=C1 (N-(6-(4-(methylsulfonylcarbamoyl)phenyl)pyridin-3-yl)-4-(pyridin-2-ylmethylene)piperidine-1-carboxamide). Yield: 31.6%. Reaction SMILES: [N:1]1[CH:6]=[CH:5][CH:4]=[CH:3][C:2]=1[CH:7]=[C:8]1[CH2:13][CH2:12][N:11]([C:14]([NH:16][C:17]2[CH:18]=[CH:19][C:20]([C:23]3[CH:31]=[CH:30][C:26]([C:27](O)=[O:28])=[CH:25][CH:24]=3)=[N:21][CH:22]=2)=[O:15])[CH2:10][CH2:9]1.C1N=CN(C(N2C=NC=C2)=O)C=1.[CH3:44][S:45]([NH2:48])(=[O:47])=[O:46].C1(C2CCCCCCCCCC=2)CCCCCCCCNN=1>C1COCC1.O>[CH3:44][S:45]([NH:48][C:27]([C:26]1[CH:30]=[CH:31][C:23]([C:20]2[N:21]=[CH:22][C:17]([NH:16][C:14]([N:11]3[CH2:10][CH2:9][C:8](=[CH:7][C:2]4[CH:3]=[CH:4][CH:5]=[CH:6][N:1]=4)[CH2:13][CH2:12]3)=[O:15])=[CH:18][CH:19]=2)=[CH:24][CH:25]=1)=[O:28])(=[O:47])=[O:46]. Reported procedure: The compound (80 mg, 193 μmol) obtained in Example 28 was dissolved in THF (5 mL), and CDI (47 mg, 290 μmol) was added thereto, followed by stirring at 60° C. for 2 hours. Thereafter, methanesulfonamide (28 mg, 290 μmol) was added to the mixture, followed by stirring for 10 minutes, and diazabicycloundecene (hereinafter referred to as DBU) (51 μL, 347 μmol) was added thereto, followed by stirring at room temperature for 16 hours. Water was added to the resulting mixture, and after extraction wit... Starting materials: C=CCN1CCNCC1, Cc1ccccc1, CC(C)c1ccc(S(=O)(=O)Oc2ccc(Cl)nc2)cc1, CC(=O)[O-], CC(=O)[O-], [Pd+2], c1ccc(P(c2ccccc2)c2ccc3ccccc3c2-c2c(P(c3ccccc3)c3ccccc3)ccc3ccccc23)cc1. Yields the product C=CCN1CCN(c2ccc(OS(=O)(=O)c3ccc(C(C)C)cc3)cn2)CC1. As a reaction SMILES: [CH2:47]([CH:48]=[CH2:49])[N:50]1[CH2:51][CH2:52][NH:53][CH2:54][CH2:55]1.[CH3:76][c:77]1[cH:78][cH:79][cH:80][cH:81][cH:82]1.[Cl:56][c:57]1[cH:58][cH:59][c:60]([O:63][S:64](=[O:65])(=[O:66])[c:67]2[cH:68][cH:69][c:70]([CH:73]([CH3:74])[CH3:75])[cH:71][cH:72]2)[cH:61][n:62]1.[O-:84][C:85]([CH3:86])=[O:87].[O-:88][C:89]([CH3:90])=[O:91].[Pd+2:83].[cH:1]1[cH:2][cH:3][c:4]([P:5]([c:6]2[cH:7][cH:8][c:9]3[c:10]([cH:11][cH:12][cH:13][cH:14]3)[c:15]2-[c:16]2[c:17]3[c:18]([cH:19][cH:20][cH:21][cH:22]3)[cH:23][cH:24][c:25]2[P:26]([c:27]2[cH:28][cH:29][cH:30][cH:31][cH:32]2)[c:33]2[cH:34][cH:35][cH:36][cH:37][cH:38]2)[c:39]2[cH:40][cH:41][cH:42][cH:43][cH:44]2)[cH:45][cH:46]1>>[CH2:47]([CH:48]=[CH2:49])[N:50]1[CH2:51][CH2:52][N:53]([c:57]2[cH:58][cH:59][c:60]([O:63][S:64](=[O:65])(=[O:66])[c:67]3[cH:68][cH:69][c:70]([CH:73]([CH3:74])[CH3:75])[cH:71][cH:72]3)[cH:61][n:62]2)[CH2:54][CH2:55]1. Procedure details: A reaction flask described in example 9 was charged with a solution of catalyst 1c (12.2 mg, 0.02 mmol) in anhydrous CCl4 (1 mL). The solution was stirred for 10 min under an oxygen atmosphere and then treated with a solution of 7-methoxy-2-naphthol (35 mg, 0.2 mmol) in anhydrous CCl4 (1 mL) under 0° C. The reaction mixture was stirred at 0° C. until the reaction was complete (monitored by TLC). The crude mixture was concentrated under reduced pressure, and purified by column chromatography (Eth... As a reaction SMILES: [CH3:1][CH2:2][CH2:3][CH2:4][CH2:5][CH3:6].[CH3:7][CH:8]([OH:10])[CH3:9].[CH3:11]COC(C)=O>>[CH:7]1[C:2]2[C:3](=[CH:4][CH:5]=[CH:6][CH:1]=2)[CH:11]=[CH:9][C:8]=1[OH:10] |f:0.1|. Reactants: CHI-TBB, CCCCCC.CC(C)O (Hexane propan-2-ol), CCOC(=O)C (EtOAc). The product is C1=C(C=CC2=CC=CC=C12)O (2-naphthol). Starting materials: CC1(C)OC(c2ccc(Cl)cc2)=CC1=O, ClC(Cl)Cl, ClCCl, O=C1CCC(=O)N1Br. Product: CC1(C)OC(c2ccc(Cl)cc2)=C(Br)C1=O. RXN SMILES: [Cl:1][c:2]1[cH:3][cH:4][c:5]([C:8]2=[CH:9][C:10](=[O:15])[C:11]([CH3:13])([CH3:14])[O:12]2)[cH:6][cH:7]1.[Cl:24][CH:25]([Cl:26])[Cl:27].[Cl:28][CH2:29][Cl:30].[O:16]=[C:17]1[N:18]([Br:23])[C:19](=[O:20])[CH2:21][CH2:22]1>>[Cl:1][c:2]1[cH:3][cH:4][c:5]([C:8]2=[C:9]([Br:23])[C:10](=[O:15])[C:11]([CH3:13])([CH3:14])[O:12]2)[cH:6][cH:7]1. Starting materials: IC1=CC(=C(C=C1)N=C=O)F (4-Iodo-2-fluorophenyl isocyanate), CN (Methylamine). The solvent is Hexanes. Run at time 30 minute. Yields the product FC1=C(C=CC(=C1)I)NC(=O)NC (N-(2-fluoro-4-iodophenyl)-N′-methylurea). RXN SMILES: [I:1][C:2]1[CH:7]=[CH:6][C:5]([N:8]=[C:9]=[O:10])=[C:4]([F:11])[CH:3]=1.[CH3:12][NH2:13]>>[F:11][C:4]1[CH:3]=[C:2]([I:1])[CH:7]=[CH:6][C:5]=1[NH:8][C:9]([NH:13][CH3:12])=[O:10]. Procedure details: A solution of 4-Iodo-2-fluorophenyl isocyanate (6-1, 5.15 g, 19.6 mmol) in Hexanes (80 ml) was treated with a solution of Methylamine (2M in THF, 9.8 mL, 19.6 mmol, 1.0 eq). A white precipitate formed as the mixture stirred at 23 deg C. for 30 min. The precipitate was collected via filtration and air dried, affording the title compound, N-(2-fluoro-4-iodophenyl)-N′-methylurea (6-2), as a white solid. 1H NMR (500 MHz, CDCl3) δ 7.89 (t, 2H, J=8.6 Hz), 7.47-7.38 (m, 2H), 6.31 (bs, 1H), 4.58 (bs, 1H... The reactants are C(Cl)Cl (DCM), CS(=O)(=O)Cl (Methanesulfonyl chloride), BrC=1C=C(C(=NC1)C)N (5-bromo-2-methyl-3-pyridinamine), Cl (HCl), C(Cl)Cl (DCM). Run in N1=CC=CC=C1 (pyridine). Product: BrC=1C=C(C(=NC1)C)NS(=O)(=O)C (N-(5-Bromo-2-methyl-3-pyridinyl)methanesulfonamide). RXN SMILES: [CH3:1][S:2](Cl)(=[O:4])=[O:3].[Br:6][C:7]1[CH:8]=[C:9]([NH2:14])[C:10]([CH3:13])=[N:11][CH:12]=1.Cl.C(Cl)Cl>N1C=CC=CC=1>[Br:6][C:7]1[CH:8]=[C:9]([NH:14][S:2]([CH3:1])(=[O:4])=[O:3])[C:10]([CH3:13])=[N:11][CH:12]=1. Procedure: Methanesulfonyl chloride (97 μl) was added dropwise to 5-bromo-2-methyl-3-pyridinamine (Chempacific) (200 mg) in pyridine (5 ml). The reaction was stirred at room temperature for 20 min before addition of 2M HCl (aq) (5 ml) and extraction into DCM. The DCM was passed through a hydrophobic frit then dried under a stream of nitrogen. The residue was dissolved in DCM and washed through an aminopropyl cartridge (preconditioned with DCM) with DCM to give title compound, 77 mg.